This data is from the Open Reaction Database (ORD), a public repository of structured organic reaction records. The task is: describe an organic reaction: reactants, conditions, products, and yield The reactants are COC(CN(CC(=O)OC)C1=CC(=CC(=C1)OCCCCCCCCCCCCOC1=CC=CC=C1)OCCOCCOCCOCC)=O (N-[3-[2-[2-(2-ethoxyethoxy)ethoxy]ethoxy]-5-[(12-phenoxydodecyl)oxy]phenyl]-N-(2-methoxy-2-oxoethyl)glycine methyl ester), [OH-].[Na+] (NaOH), C(=O)(O)CN(CC(=O)O)C1=CC(=CC(=C1)OCCCCCCCCCCCCOC1=CC=CC=C1)OCCOCCOCCOCC (N-(carboxymethyl)-N-[3-[2-[2-(2-ethoxyethoxy)-ethoxy]ethoxy]-5-[(12-phenoxydodecyl)oxy]phenyl]glycine). Solvent: CO (methanol), O1CCOCC1 (dioxane). The product is C(=O)(O)CN(CC(=O)O)C1=C(C=CC(=C1)OCCCCCCCCCCCCOC1=CC=CC=C1)OCCOCCOCCOCC (N-(Carboxymethyl)-N-[2-[2-[2-(2-ethoxyethoxy)ethoxy]ethoxy]-5-[(12-phenoxydodecyl)oxy]phenyl]glycine). The yield is 85.0%. RXN SMILES: C[O:2][C:3](=[O:49])[CH2:4][N:5]([C:11]1[CH:16]=[C:15]([O:17][CH2:18][CH2:19][CH2:20][CH2:21][CH2:22][CH2:23][CH2:24][CH2:25][CH2:26][CH2:27][CH2:28][CH2:29][O:30][C:31]2[CH:36]=[CH:35][CH:34]=[CH:33][CH:32]=2)[CH:14]=[C:13](OCCOCCOCCOCC)[CH:12]=1)[CH2:6][C:7]([O:9]C)=[O:8].[OH-].[Na+].C(CN(C1C=C(OCCCCCCCCCCCCOC2C=CC=CC=2)C=[C:63]([O:87][CH2:88][CH2:89][O:90][CH2:91][CH2:92][O:93][CH2:94][CH2:95][O:96]CC)[CH:62]=1)CC(O)=O)(O)=O>CO.O1CCOCC1>[C:7]([CH2:6][N:5]([C:11]1[CH:16]=[C:15]([O:17][CH2:18][CH2:19][CH2:20][CH2:21][CH2:22][CH2:23][CH2:24][CH2:25][CH2:26][CH2:27][CH2:28][CH2:29][O:30][C:31]2[CH:32]=[CH:33][CH:34]=[CH:35][CH:36]=2)[CH:14]=[CH:13][C:12]=1[O:96][CH2:95][CH2:94][O:93][CH2:92][CH2:91][O:90][CH2:89][CH2:88][O:87][CH2:63][CH3:62])[CH2:4][C:3]([OH:2])=[O:49])([OH:9])=[O:8] |f:1.2|. Reported procedure: A solution of 1.15 g (1.67 mmol) of N-[3-[2-[2-(2-ethoxyethoxy)ethoxy]ethoxy]-5-[(12-phenoxydodecyl)oxy]phenyl]-N-(2-methoxy-2-oxoethyl)glycine methyl ester and 1.4 ml (8.4 mmol) of 6 N NaOH in 50 ml of methanol and 10 ml of dioxane was stirred at reflux under argon for 19 hours. After the usual workup the product was crystallized from acetone-hexane to give 0.94 g (85% yield), mp 58°-61°, of N-(carboxymethyl)-N-[3-[2-[2-(2-ethoxyethoxy)-ethoxy]ethoxy]-5-[(12-phenoxydodecyl)oxy]phenyl]glycine. Starting materials: C1(=CC=CC=C1)P(C1=CC=CC=2C(C3=CC=CC(=C3OC12)P(C1=CC=CC=C1)C1=CC=CC=C1)(C)C)C1=CC=CC=C1 (4,5-bis(diphenylphosphino)-9,9-dimethylxanthene), Cl.BrC1=CC=NC=C1 (4-bromopyridine hydrochloride), ClC=1C=C(C=CC1)NC(=O)C=1N=C(SC1N)C (5-amino-2-methyl-thiazole-4-carboxylic acid (3-chlorophenyl)-amide), C([O-])([O-])=O.[Cs+].[Cs+] (cesium carbonate). Run in O1CCOCC1 (dioxane). Run at time 10 minute. The product is ClC=1C=C(C=CC1)NC(=O)C=1N=C(SC1NC1=CC=NC=C1)C (2-Methyl-5-(pyridin-4-ylamino)-thiazole-4-carboxylic acid (3-chloro-phenyl)-amide). Isolated yield 9.7%. Reaction SMILES: C1(P(C2C=CC=CC=2)C2C3OC4C(=CC=CC=4P(C4C=CC=CC=4)C4C=CC=CC=4)C(C)(C)C=3C=CC=2)C=CC=CC=1.Cl.Br[C:45]1[CH:50]=[CH:49][N:48]=[CH:47][CH:46]=1.[Cl:51][C:52]1[CH:53]=[C:54]([NH:58][C:59]([C:61]2[N:62]=[C:63]([CH3:67])[S:64][C:65]=2[NH2:66])=[O:60])[CH:55]=[CH:56][CH:57]=1.C(=O)([O-])[O-].[Cs+].[Cs+]>O1CCOCC1>[Cl:51][C:52]1[CH:53]=[C:54]([NH:58][C:59]([C:61]2[N:62]=[C:63]([CH3:67])[S:64][C:65]=2[NH:66][C:45]2[CH:50]=[CH:49][N:48]=[CH:47][CH:46]=2)=[O:60])[CH:55]=[CH:56][CH:57]=1 |f:1.2,4.5.6|. Procedure: Dry dioxane (1.00 ml) was added to a sealed microwave vial containing a mixture of 4,5-bis(diphenylphosphino)-9,9-dimethylxanthene (Xantphos) (0.015 g, 0.026 mmol), palladium dibenzylideneacetone chloroform complex (0.008 g, 0.008 mmol), 4-bromopyridine hydrochloride (0.03 g, 0.15 mmol), 5-amino-2-methyl-thiazole-4-carboxylic acid (3-chlorophenyl)-amide (0.05 g, 0.19 mmol) and cesium carbonate (0.18 g, 0.54 mmol). The mixture was stirred for 10 min, then irradiated in a microwave oven at 150° C....